From a dataset of the Open Reaction Database (ORD), a public repository of structured organic reaction records. describe an organic reaction: reactants, conditions, products, and yield The reactants are CC(C)(C)n1ncc(OCc2ccc(COCCO[Si](C)(C)C(C)(C)C)cc2)c(Cl)c1=O, CCCC[N+](CCCC)(CCCC)CCCC, C1CCOC1, [F-]. Yields the product CC(C)(C)n1ncc(OCc2ccc(COCCO)cc2)c(Cl)c1=O. RXN SMILES: [C:1]([CH3:2])([CH3:3])([CH3:4])[n:5]1[n:6][cH:7][c:8]([O:13][CH2:14][c:15]2[cH:16][cH:17][c:18]([CH2:21][O:22][CH2:23][CH2:24][O:25][Si:26]([C:27]([CH3:28])([CH3:29])[CH3:30])([CH3:31])[CH3:32])[cH:19][cH:20]2)[c:9]([Cl:12])[c:10]1=[O:11].[CH2:34]([N+:35]([CH2:36][CH2:37][CH2:38][CH3:39])([CH2:40][CH2:41][CH2:42][CH3:43])[CH2:44][CH2:45][CH2:46][CH3:47])[CH2:48][CH2:49][CH3:50].[CH2:51]1[O:52][CH2:53][CH2:54][CH2:55]1.[F-:33]>>[C:1]([CH3:2])([CH3:3])([CH3:4])[n:5]1[n:6][cH:7][c:8]([O:13][CH2:14][c:15]2[cH:16][cH:17][c:18]([CH2:21][O:22][CH2:23][CH2:24][OH:25])[cH:19][cH:20]2)[c:9]([Cl:12])[c:10]1=[O:11]. Reactants: CN(/C=C/C(=O)C1=NN(C=CC1=O)C1=CC(=CC=C1)S(=O)(=O)N1CCCCC1)C (3-((E)-3-Dimethylamino-acryloyl)-1-[3-(piperidine-1-sulfonyl)-phenyl]-1H-pyridazin-4-one), FC=1C=C(C=CC1)NN (3-fluoro-phenylhydrazine). The product is FC=1C=C(C=CC1)N1N=CC=C1C1=NN(C=CC1=O)C1=CC(=CC=C1)S(=O)(=O)N1CCCCC1 (3-[2-(3-Fluoro-phenyl)-2H-pyrazol-3-yl]-1-[3-(piperidine-1-sulfonyl)-phenyl]-1H-pyridazin-4-one). Reaction SMILES: CN(C)/[CH:3]=[CH:4]/[C:5]([C:7]1[C:12](=[O:13])[CH:11]=[CH:10][N:9]([C:14]2[CH:19]=[CH:18][CH:17]=[C:16]([S:20]([N:23]3[CH2:28][CH2:27][CH2:26][CH2:25][CH2:24]3)(=[O:22])=[O:21])[CH:15]=2)[N:8]=1)=O.[F:30][C:31]1[CH:32]=[C:33]([NH:37][NH2:38])[CH:34]=[CH:35][CH:36]=1>>[F:30][C:31]1[CH:32]=[C:33]([N:37]2[C:5]([C:7]3[C:12](=[O:13])[CH:11]=[CH:10][N:9]([C:14]4[CH:19]=[CH:18][CH:17]=[C:16]([S:20]([N:23]5[CH2:28][CH2:27][CH2:26][CH2:25][CH2:24]5)(=[O:21])=[O:22])[CH:15]=4)[N:8]=3)=[CH:4][CH:3]=[N:38]2)[CH:34]=[CH:35][CH:36]=1. Procedure: The product was obtained starting from 3-((E)-3-Dimethylamino-acryloyl)-1-[3-(piperidine-1-sulfonyl)-phenyl]-1H-pyridazin-4-one (A-26) and 3-fluoro-phenylhydrazine according to the method described for example 91. MS: M=480.1 (M+H)+ The reactants are ClC1=NC2=NC(=CC(=C2C=C1)C)C (2-chloro-5,7-dimethyl-1,8-naphthyridine), S(=O)([O-])[O-].[Na+].[Na+] (sodium sulfite), Cl (hydrochloric acid). Run in O (water). Conditions: time 12 hour. Yields the product OS(=O)(=O)C1=NC2=NC(=CC(=C2C=C1)C)C (2-Hydroxysulfonyl-5,7-dimethyl-1,8-naphthyridine). Isolated yield 64.6%. RXN SMILES: Cl[C:2]1[CH:11]=[CH:10][C:9]2[C:4](=[N:5][C:6]([CH3:13])=[CH:7][C:8]=2[CH3:12])[N:3]=1.[S:14]([O-:17])([O-:16])=[O:15].[Na+].[Na+].Cl>O>[OH:17][S:14]([C:2]1[CH:11]=[CH:10][C:9]2[C:4](=[N:5][C:6]([CH3:13])=[CH:7][C:8]=2[CH3:12])[N:3]=1)(=[O:16])=[O:15] |f:1.2.3|. Procedure: 9.6 g (50 mmol) of 2-chloro-5,7-dimethyl-1,8-naphthyridine prepared in accordance with Lit.8),9) is introduced into a solution of 8.2 g (65 mmol) of sodium sulfite in 40 ml of water which has been adjusted to a pH of 7-8 with dilute aqueous hydrochloric acid. The suspension which is obtained is heated for 12 hours under reflux. After cooling, solid residues are removed from the solution and the solution itself is acidified with aqueous hydrochloric acid (pH about 1). The acidified solution is le... Reactants: O=C([O-])[O-], CC(=O)[O-], CC(=O)[O-], Cc1cccc(-n2nc(C)cc2N)n1, CN(C)C=O, O=C(O)c1cc(F)c(F)cc1Cl, Cl, [Cu+2], [K+], [K+], O. Product: Cc1cccc(-n2nc(C)cc2Nc2cc(F)c(F)cc2C(=O)O)n1. RXN SMILES: [C:27](=[O:28])([O-:29])[O-:30].[C:39]([O-:40])(=[O:41])[CH3:42].[C:44]([O-:45])(=[O:46])[CH3:47].[CH3:1][c:2]1[n:3][n:4](-[c:8]2[n:9][c:10]([CH3:14])[cH:11][cH:12][cH:13]2)[c:5]([NH2:7])[cH:6]1.[CH3:34][N:35]([CH3:36])[CH:37]=[O:38].[Cl:15][c:16]1[c:17]([C:18](=[O:19])[OH:20])[cH:21][c:22]([F:26])[c:23]([F:25])[cH:24]1.[ClH:33].[Cu+2:43].[K+:31].[K+:32].[OH2:48]>>[CH3:1][c:2]1[n:3][n:4](-[c:8]2[n:9][c:10]([CH3:14])[cH:11][cH:12][cH:13]2)[c:5]([NH:7][c:16]2[c:17]([C:18](=[O:19])[OH:20])[cH:21][c:22]([F:26])[c:23]([F:25])[cH:24]2)[cH:6]1. Starting materials: Cc1ncc(Br)cn1, O=C([O-])[O-], C1COCCO1, [Cs+], [Cs+], CC(c1ccc(B2OC(C)(C)C(C)(C)O2)cc1)N1CCC(CCCO)(c2ccc(F)cc2)OC1=O, Cl[Pd]Cl, c1ccc(P(c2ccccc2)c2ccccc2)cc1, c1ccc(P(c2ccccc2)c2ccccc2)cc1. Yields the product Cc1ncc(-c2ccc(C(C)N3CCC(CCCO)(c4ccc(F)cc4)OC3=O)cc2)cn1. Reaction SMILES: [Br:36][c:37]1[cH:38][n:39][c:40]([CH3:43])[n:41][cH:42]1.[C:44](=[O:45])([O-:46])[O-:47].[CH2:50]1[O:51][CH2:52][CH2:53][O:54][CH2:55]1.[Cs+:48].[Cs+:49].[F:1][c:2]1[cH:3][cH:4][c:5]([C:8]2([CH2:32][CH2:33][CH2:34][OH:35])[CH2:9][CH2:10][N:11]([CH:15]([CH3:16])[c:17]3[cH:18][cH:19][c:20]([B:23]4[O:24][C:25]([CH3:26])([CH3:27])[C:28]([CH3:29])([CH3:30])[O:31]4)[cH:21][cH:22]3)[C:12](=[O:14])[O:13]2)[cH:6][cH:7]1.[Pd:56]([Cl:57])[Cl:58].[c:59]1([P:60]([c:61]2[cH:62][cH:63][cH:64][cH:65][cH:66]2)[c:67]2[cH:68][cH:69][cH:70][cH:71][cH:72]2)[cH:73][cH:74][cH:75][cH:76][cH:77]1.[c:78]1([P:79]([c:80]2[cH:81][cH:82][cH:83][cH:84][cH:85]2)[c:86]2[cH:87][cH:88][cH:89][cH:90][cH:91]2)[cH:92][cH:93][cH:94][cH:95][cH:96]1>>[F:1][c:2]1[cH:3][cH:4][c:5]([C:8]2([CH2:32][CH2:33][CH2:34][OH:35])[CH2:9][CH2:10][N:11]([CH:15]([CH3:16])[c:17]3[cH:18][cH:19][c:20](-[c:37]4[cH:38][n:39][c:40]([CH3:43])[n:41][cH:42]4)[cH:21][cH:22]3)[C:12](=[O:14])[O:13]2)[cH:6][cH:7]1. Starting materials: C1(=CC=CC=C1)NN (phenylhydrazine), C(=O)C1=C(C=CC=C1)S(=O)(=O)[O-].[Na+] (sodium o-formylbenzenesulfonate). Run in CO (methanol), CO (methanol). Yields the product C1(=CC=CC=C1)NN=C1C(C=CC=C1)S(=O)(=O)[O-].[Na+] (sodium 2-phenylhydrazonobenzenesulfonate). Isolated yield 89.6%. RXN SMILES: [C:1]1([NH:7][NH2:8])[CH:6]=[CH:5][CH:4]=[CH:3][CH:2]=1.C([C:11]1[CH:16]=[CH:15][CH:14]=[CH:13][C:12]=1[S:17]([O-:20])(=[O:19])=[O:18])=O.[Na+:21]>CO>[C:1]1([NH:7][N:8]=[C:13]2[CH:14]=[CH:15][CH:16]=[CH:11][CH:12]2[S:17]([O-:20])(=[O:19])=[O:18])[CH:6]=[CH:5][CH:4]=[CH:3][CH:2]=1.[Na+:21] |f:1.2,4.5|. Procedure: 104 g of phenylhydrazine was dissolved in 800 ml of methanol, and a solution obtained by dissolving 56 g of sodium o-formylbenzenesulfonate in 200 ml of methanol was dropwise added thereto at room temperature. The resulting mixture was heated for 2 hours under reflux with stirring. After cooling, the crystal formed was separated by filtration and then washed with methanol to obtain 69 g of sodium 2-phenylhydrazonobenzenesulfonate (Intermediate A). 50 g of Intermediate A thus obtained was dissolv... Reactants: ice, FC1=CC=C(C=N1)C1(CCOCC1)C=O (4-(6-fluoropyridin-3-yl)tetrahydro-2H-pyran-4-carbaldehyde), [BH4-].[Na+] (sodium borohydride). Run in CO (methanol). Reaction conditions: time 30 minute. Yields the product FC1=CC=C(C=N1)C1(CCOCC1)CO ((4-(6-fluoropyridin-3-yl)tetrahydro-2H-pyran-4-yl)methanol). The yield is 97.0%. As a reaction SMILES: [F:1][C:2]1[N:7]=[CH:6][C:5]([C:8]2([CH:14]=[O:15])[CH2:13][CH2:12][O:11][CH2:10][CH2:9]2)=[CH:4][CH:3]=1.[BH4-].[Na+]>CO>[F:1][C:2]1[N:7]=[CH:6][C:5]([C:8]2([CH2:14][OH:15])[CH2:9][CH2:10][O:11][CH2:12][CH2:13]2)=[CH:4][CH:3]=1 |f:1.2|. Procedure details: To an ice cooled solution of 4-(6-fluoropyridin-3-yl)tetrahydro-2H-pyran-4-carbaldehyde (560 mg, 2.68 mmol) in methanol (18 mL) was added sodium borohydride (91 mg, 2.41 mmol). The reaction solution was stirred at ambient temperature for 30 min. The solvent was removed under vacuum. The residue was diluted with ethyl acetate, and was washed with water, brine, dried over sodium sulfate, filtered and concentrated to give (4-(6-fluoropyridin-3-yl)tetrahydro-2H-pyran-4-yl)methanol (550 mg, 2.60 mmol...